Dataset: the Open Reaction Database (ORD), a public repository of structured organic reaction records. Task: describe an organic reaction: reactants, conditions, products, and yield Starting materials: CC(C)=O, CC1(N2C(=O)c3csc([N+](=O)[O-])c3C2=O)CCC(=O)NC1=O, [Na+], [Na+], O, O=S([O-])S(=O)[O-]. Yields the product CC1(N2C(=O)c3csc(N)c3C2=O)CCC(=O)NC1=O. RXN SMILES: [CH3:31][C:32](=[O:33])[CH3:34].[N+:1]([O-:2])(=[O:3])[c:4]1[s:5][cH:6][c:7]2[c:8]1[C:9](=[O:22])[N:10]([C:13]1([CH3:21])[C:14](=[O:20])[NH:15][C:16](=[O:19])[CH2:17][CH2:18]1)[C:11]2=[O:12].[Na+:29].[Na+:30].[OH2:35].[S:23]([S:24]([O-:25])=[O:26])([O-:27])=[O:28]>>[NH2:1][c:4]1[s:5][cH:6][c:7]2[c:8]1[C:9](=[O:22])[N:10]([C:13]1([CH3:21])[C:14](=[O:20])[NH:15][C:16](=[O:19])[CH2:17][CH2:18]1)[C:11]2=[O:12]. Reactants: ClCCOC=C (2-chloroethyl-vinyl ether), O(C1=CC=CC=C1)C1=CC=C(C=C1)O (4-phenoxy-phenol), O(C1=CC=CC=C1)C1=CC=C(C=C1)O (4-phenoxy-phenol), O(C1=CC=CC=C1)C1=CC=C(C=C1)O (4-phenoxy-phenol). Reagents/catalysts: Cl (hydrochloric acid). Run in C(C)OCC (diethyl ether). The product is ClCCOC(C)OC1=CC=C(C=C1)OC1=CC=CC=C1 (1-(2-chloroethoxy)-1-[(4-phenoxy)-phenoxy]-ethane). Reaction SMILES: [Cl:1][CH2:2][CH2:3][O:4][CH:5]=[CH2:6].[O:7]([C:14]1[CH:19]=[CH:18][C:17]([OH:20])=[CH:16][CH:15]=1)[C:8]1[CH:13]=[CH:12][CH:11]=[CH:10][CH:9]=1>Cl.C(OCC)C>[Cl:1][CH2:2][CH2:3][O:4][CH:5]([O:20][C:17]1[CH:16]=[CH:15][C:14]([O:7][C:8]2[CH:13]=[CH:12][CH:11]=[CH:10][CH:9]=2)=[CH:19][CH:18]=1)[CH3:6]. Procedure: 64 g of freshly distilled 2-chloroethyl-vinyl ether is placed into a flask; one drop of concentrated hydrochloric acid is added, and thereupon an addition is made in portions at room temperature, with stirring, of 93 g of 4-phenoxy-phenol (duration of addition about 1 hour). During the addition of 4-phenoxy-phenol, the temperature rises to about 32°- 34° C, with the 4-phenoxy-phenol completely dissolving. After two further hours' stirring, the reaction mixture is diluted with 300 ml of diethyl e... The reactants are OC1=C(C=O)C=CC=C1O (2,3-dihydroxy benzaldehyde), C([O-])([O-])=O.[Cs+].[Cs+] (cesium carbonate), BrCCl (bromochloromethane). The solvent is C(C)#N (acetonitrile). Yields the product C1OC2=C(C=O)C=CC=C2O1 (2,3-Methylenedioxy benzaldehyde). RXN SMILES: [OH:1][C:2]1[C:9]([OH:10])=[CH:8][CH:7]=[CH:6][C:3]=1[CH:4]=[O:5].[C:11](=O)([O-])[O-].[Cs+].[Cs+].BrCCl>C(#N)C>[CH2:11]1[O:10][C:9]2[C:2](=[C:3]([CH:6]=[CH:7][CH:8]=2)[CH:4]=[O:5])[O:1]1 |f:1.2.3|. Procedure details: To a mechanically stirred degassed mixture of 2,3-dihydroxy benzaldehyde (7.80 g, 56 mmol) and cesium carbonate (16.20 g, 84 mmol) in acetonitrile (110 ml) was added bromochloromethane (5.46 g, 84 mmol) and the resulting suspention was heated to reflux. After 5 hours the reaction was cooled to room temperature and filtered through celite with ethyl acetate washings. The filtrate was concentrated and directly chromatographed on silica gel using 9:1 hexane:ethyl acetate as eluent.